This data is from the Open Reaction Database (ORD), a public repository of structured organic reaction records. The task is: describe an organic reaction: reactants, conditions, products, and yield The reactants are O=C([O-])O, CCCCc1ccc(C(=O)O)cc1, CCOC(C)=O, CN(C)C=O, O=C(Cl)C(=O)Cl, Cl, NC(Cc1ccc(C(F)(F)F)cc1)C(O)c1ccc(F)cc1, [Na+], C1CCOC1, O. Product: CCCCc1ccc(C(=O)NC(Cc2ccc(C(F)(F)F)cc2)C(O)c2ccc(F)cc2)cc1. As a reaction SMILES: [C:43](=[O:44])([O-:45])[OH:46].[CH2:1]([CH2:2][CH2:3][CH3:4])[c:5]1[cH:6][cH:7][c:8]([C:9](=[O:10])[OH:11])[cH:12][cH:13]1.[CH3:53][CH2:54][O:55][C:56](=[O:57])[CH3:58].[CH3:60][N:61]([CH3:62])[CH:63]=[O:64].[Cl:14][C:15]([C:16]([Cl:17])=[O:18])=[O:19].[ClH:20].[F:21][c:22]1[cH:23][cH:24][c:25]([CH:28]([CH:29]([CH2:30][c:31]2[cH:32][cH:33][c:34]([C:37]([F:38])([F:39])[F:40])[cH:35][cH:36]2)[NH2:41])[OH:42])[cH:26][cH:27]1.[Na+:47].[O:48]1[CH2:49][CH2:50][CH2:51][CH2:52]1.[OH2:59]>>[CH2:1]([CH2:2][CH2:3][CH3:4])[c:5]1[cH:6][cH:7][c:8]([C:9](=[O:11])[NH:41][CH:29]([CH:28]([c:25]2[cH:24][cH:23][c:22]([F:21])[cH:27][cH:26]2)[OH:42])[CH2:30][c:31]2[cH:32][cH:33][c:34]([C:37]([F:38])([F:39])[F:40])[cH:35][cH:36]2)[cH:12][cH:13]1. Reactants: C(C1=CC=CC=C1)N1CCC(CC1)=O (1-benzyl-4-piperidone), C(C)(=O)O (acetic acid), NC1=C(C=CC(=C1)OC)N1C=CC=C1 (1-(2-amino-4-methoxy-phenyl)pyrrole). Run in C(C)O (ethanol). Yields the product C(C1=CC=CC=C1)N1CCC2(CC1)C=1N(C3=CC=C(C=C3N2)OC)C=CC1 (1'-benzyl-7-methoxy-4,5-dihydrospiro[pyrrolo(1,2-a)quinoxaline-4,4'-piperidine]). RXN SMILES: [CH2:1]([N:8]1[CH2:13][CH2:12][C:11](=O)[CH2:10][CH2:9]1)[C:2]1[CH:7]=[CH:6][CH:5]=[CH:4][CH:3]=1.C(O)(=O)C.[NH2:19][C:20]1[CH:25]=[C:24]([O:26][CH3:27])[CH:23]=[CH:22][C:21]=1[N:28]1[CH:32]=[CH:31][CH:30]=[CH:29]1>C(O)C>[CH2:1]([N:8]1[CH2:13][CH2:12][C:11]2([NH:19][C:20]3[C:21](=[CH:22][CH:23]=[C:24]([O:26][CH3:27])[CH:25]=3)[N:28]3[CH:29]=[CH:30][CH:31]=[C:32]23)[CH2:10][CH2:9]1)[C:2]1[CH:7]=[CH:6][CH:5]=[CH:4][CH:3]=1. Reported procedure: 510 g (0.027 mole) of 1-benzyl-4-piperidone and 2 ml. of glacial acetic acid are added to a solution of 50 g (0.027 mole) of 1-(2-amino-4-methoxy-phenyl)pyrrole [Example 19(b)] in 80 ml. of absolute ethanol. The solution is refluxed for 43 hours and concentrated to an oil which is washed with water. The oil is recrystallized from isopropanol to give 1'-benzyl-7-methoxy-4,5-dihydrospiro[pyrrolo(1,2-a)quinoxaline-4,4'-piperidine], m.p. 123°-124° C. The reactants are BrCCCl (2-bromochloroethane), BrCCBr (1,2-dibromoethane), C(C)N1C(NC2=C1C=CC=C2)=O (3-ethyl-2-benzimidazolinone), 1-ethoxycarbonyl-2H-indazolin-3-one. The solvent is O1CCCC1 (tetrahydrofuran). Product: C(C)N1C(N(C2=C1C=CC=C2)CCCl)=O (2-(3-ethyl-2,3-dihydro-2-oxo-1H-benzimidazol1-yl)ethyl chloride), C(C)N1C(NC2=C1C=CC=C2)=O (3-ethyl-2-benzimidazolinone). RXN SMILES: [CH2:1]([N:3]1[C:7]2[CH:8]=[CH:9][CH:10]=[CH:11][C:6]=2[NH:5][C:4]1=[O:12])[CH3:2].Br[CH2:14][CH2:15][Cl:16].BrCCBr>O1CCCC1>[CH2:1]([N:3]1[C:7]2[CH:8]=[CH:9][CH:10]=[CH:11][C:6]=2[N:5]([CH2:14][CH2:15][Cl:16])[C:4]1=[O:12])[CH3:2].[CH2:1]([N:3]1[C:7]2[CH:8]=[CH:9][CH:10]=[CH:11][C:6]=2[NH:5][C:4]1=[O:12])[CH3:2]. Procedure details: When an equivalent amount of 3-ethyl-2-benzimidazolinone is substituted for 1-ethoxycarbonyl-2H-indazolin-3-one and 2-bromochloroethane is substituted for 1,2-dibromoethane in the procedure of Example 19 using tetrahydrofuran as solvent, 2-(3-ethyl-2,3-dihydro-2-oxo-1H-benzimidazol1-yl)ethyl chloride is isolated after column chromatography (3-ethyl-2-benzimidazolinone, Aldrich, 6%, A). Starting materials: C(CCC)[Li] (n-butyllithium), COC=1C=C(C(=O)Cl)C=CC1C(=O)OC (3-methoxy-4-methoxycarbonylbenzoyl chloride), C(CC(=O)O)(=O)OCC (ethyl hydrogen malonate). The solvent is CCCCCC (hexane), Cl (hydrochloric acid), O1CCCC1 (tetrahydrofuran), O1CCCC1 (tetrahydrofuran). Yields the product COC=1C=C(C(=O)CC(=O)OCC)C=CC1C(=O)OC (ethyl 3-methoxy-4-methoxycarbonylbenzoylacetate). RXN SMILES: [C:1]([O:7][CH2:8][CH3:9])(=[O:6])[CH2:2][C:3]([OH:5])=O.C([Li])CCC.[CH3:15][O:16][C:17]1[CH:18]=[C:19]([CH:23]=[CH:24][C:25]=1[C:26]([O:28][CH3:29])=[O:27])C(Cl)=O>O1CCCC1.CCCCCC.Cl>[CH3:15][O:16][C:17]1[CH:18]=[C:19]([CH:23]=[CH:24][C:25]=1[C:26]([O:28][CH3:29])=[O:27])[C:3]([CH2:2][C:1]([O:7][CH2:8][CH3:9])=[O:6])=[O:5]. Procedure details: To a solution of ethyl hydrogen malonate (4.38 g, 33.2 mmol) in dry tetrahydrofuran (100 ml) cooled under an atmosphere of nitrogen to -60° C. with efficient stirring was added a solution of n-butyllithium in hexane (2.5M, 26.5 ml) rapidly dropwise, allowing the temperature to rise to -10° C. during the addition. After stirring the resulting suspension for 15 min at -10° C. it was recooled to -70° C. and a solution of 3-methoxy-4-methoxycarbonylbenzoyl chloride (4.46 g, 19.5 mmol) in dry tetrahy... Starting materials: ClCCl, OCCc1cc(CO)ccc1Cl. Yields the product O=Cc1ccc(Cl)c(CCO)c1. RXN SMILES: [Cl:13][CH2:14][Cl:15].[Cl:1][c:2]1[c:3]([CH2:10][CH2:11][OH:12])[cH:4][c:5]([CH2:8][OH:9])[cH:6][cH:7]1>>[Cl:1][c:2]1[c:3]([CH2:10][CH2:11][OH:12])[cH:4][c:5]([CH:8]=[O:9])[cH:6][cH:7]1. The reactants are [Cl-].[NH4+] (ammonium chloride), N1=CC(=CC=C1)CO (3-Pyridinemethanol), NC1=NC2=CC=CC=C2N=C1Cl (2-amino-3-chloroquinoxaline), [H-].[Na+] (sodium hydride). Run in C(C)(=O)OCC (ethyl acetate), O1CCCC1 (tetrahydrofuran). Reaction conditions: time 15 minute. Yields the product NC1=NC2=CC=CC=C2N=C1OCC=1C=NC=CC1 (2-amino-3-[(pyridin-3-yl)methoxy]quinoxaline). Yield: 90.9%. As a reaction SMILES: [N:1]1[CH:6]=[CH:5][CH:4]=[C:3]([CH2:7][OH:8])[CH:2]=1.[H-].[Na+].[NH2:11][C:12]1[C:21](Cl)=[N:20][C:19]2[C:14](=[CH:15][CH:16]=[CH:17][CH:18]=2)[N:13]=1.[Cl-].[NH4+]>O1CCCC1.C(OCC)(=O)C>[NH2:11][C:12]1[C:21]([O:8][CH2:7][C:3]2[CH:2]=[N:1][CH:6]=[CH:5][CH:4]=2)=[N:20][C:19]2[C:14](=[CH:15][CH:16]=[CH:17][CH:18]=2)[N:13]=1 |f:1.2,4.5|. Procedure: 3-Pyridinemethanol (487 μL, 5.01 mmol) was dissolved in tetrahydrofuran (6.0 mL). To this, 60% sodium hydride (in oil) (200 mg, 5.01 mmol) was added under a nitrogen atmosphere at 0° C. and the mixture was stirred at the same temperature for 15 minutes. To this, 2-amino-3-chloroquinoxaline (300 mg, 1.67 mmol) was added and the mixture was stirred at room temperature for 14 hours. Then, a saturated aqueous ammonium chloride solution was added to the reaction mixture, and extraction with ethyl ace...